Dataset: the Open Reaction Database (ORD), a public repository of structured organic reaction records. Task: describe an organic reaction: reactants, conditions, products, and yield Reaction conditions: temperature 0 celsius, time 2 hour. Run in CCOCC (ether). Reactants: [H-].[Al+3].[Li+].[H-].[H-].[H-] (lithium aluminum hydride), O1C(CCCC1)OC(C(=O)OC)C (methyl 2-tetrahydropyranyloxypropionate), Cl (HCl). Reaction SMILES: [H-].[Al+3].[Li+].[H-].[H-].[H-].[O:7]1[CH2:12][CH2:11][CH2:10][CH2:9][CH:8]1[O:13][CH:14]([CH3:19])[C:15](OC)=[O:16].Cl>CCOCC>[O:7]1[CH2:12][CH2:11][CH2:10][CH2:9][CH:8]1[O:13][CH:14]([CH3:19])[CH2:15][OH:16] |f:0.1.2.3.4.5|. Procedure details: 25.0 g of lithium aluminum hydride was suspended in anhydrous ether, and 36.7 g of the compound (5a) was added thereto, followed by stirring for 1 hour at 0° C. and 2 hours at room temperature and neutralization by addition of aqueous HCl solution at 0° C. The reaction mixture was subjected to extraction with ether and reduced pressure-distillation (60° C./0.3 mmHg) to obtain 28.0 g of the product. (Yield: 90.2 %) Product: O1C(CCCC1)OC(CO)C (2-tetrahydropyranyloxy propanol). Isolated yield 89.6%. Reactants: N1C[C@@H](CCC1)NC(OC(C)(C)C)=O ((R)-tert-Butyl piperidin-3-ylcarbamate), C(C)OC=1C(=C2C(=NC1)NC=C2NC(=O)C2CC2)F (N-(5-ethoxy-4-fluoro-1H-pyrrolo[2,3-b]pyridin-3-yl)cyclopropanecarboxamide). Run at temperature 160 celsius, time 24 hour. Yield: 25.9%. RXN SMILES: [NH:1]1[CH2:6][CH2:5][CH2:4][C@@H:3]([NH:7][C:8](=[O:14])[O:9][C:10]([CH3:13])([CH3:12])[CH3:11])[CH2:2]1.[CH2:15]([O:17][C:18]1[C:19](F)=[C:20]2[C:26]([NH:27][C:28]([CH:30]3[CH2:32][CH2:31]3)=[O:29])=[CH:25][NH:24][C:21]2=[N:22][CH:23]=1)[CH3:16]>C(O)CCC>[CH:30]1([C:28]([NH:27][C:26]2[C:20]3[C:21](=[N:22][CH:23]=[C:18]([O:17][CH2:15][CH3:16])[C:19]=3[N:1]3[CH2:6][CH2:5][CH2:4][C@@H:3]([NH:7][C:8](=[O:14])[O:9][C:10]([CH3:11])([CH3:13])[CH3:12])[CH2:2]3)[NH:24][CH:25]=2)=[O:29])[CH2:31][CH2:32]1. The solvent is C(CCC)O (n-butanol). The product is C1(CC1)C(=O)NC1=CNC2=NC=C(C(=C21)N2C[C@@H](CCC2)NC(OC(C)(C)C)=O)OCC ((R)-tert-butyl 1-(3-(cyclopropanecarboxamido)-5-ethoxy-1H-pyrrolo[2,3-b]pyridin-4-yl)piperidin-3-ylcarbamate). Procedure: (R)-tert-Butyl piperidin-3-ylcarbamate (205 mg, 1.0 mmol) was added to N-(5-ethoxy-4-fluoro-1H-pyrrolo[2,3-b]pyridin-3-yl)cyclopropanecarboxamide (90 mg, 0.34 mmol) in n-butanol (2 mL). The reaction was stirred at 160° C. for 24 hours in a sealed tube. After cooling down and concentration, the residue was purified by reverse phase chromatography (Biotage SP4, C-18 25M+, water/ACN 90/10→10190, 30CV) to yield (R)-tert-butyl 1-(3-(cyclopropanecarboxamido)-5-ethoxy-1H-pyrrolo[2,3-b]pyridin-4-yl)pipe...